From a dataset of the Open Reaction Database (ORD), a public repository of structured organic reaction records. describe an organic reaction: reactants, conditions, products, and yield The product is NN1C(NS(C2=C1C=CC(=C2)Cl)(C2=CC=CC=C2)=O)=N (4-amino-7-chloro-3,4-dihydro-3-imino-1-phenyl-1,2,4-benzothiadiazine-1-oxide). Starting materials: NC=1NS(C2=C(N1)C=CC(=C2)Cl)(C2=CC=CC=C2)=O (3-amino-7-chloro-1-phenyl-1,2,4-benzothiadiazine-1-oxide), C1(=C(C(=CC(=C1)C)C)S(=O)(=O)NO)C (mesitylene sulfonylhydroxylamine). The solvent is ClCCl (dichloromethane). Isolated yield 83.6%. Procedure details: To 18.2 g of 3-amino-7-chloro-1-phenyl-1,2,4-benzothiadiazine-1-oxide is slowly added with stirring a solution of 16.1 g of mesitylene sulfonylhydroxylamine in 90 ml dichloromethane at 0° C. Stirring is continued for one hour at room temperature. Thereafter the precipitate is sucked off and washed with diethylether carefully. To the dry precipitate (30.4 g), suspended in 200 ml dioxane, 60 ml of 20% aqueous sodium hydroxide is added with stirring at 0° C. Stirring is continued for three hours at... Conditions: time 1 hour. RXN SMILES: [NH2:1][C:2]1[NH:3][SH:4](=[O:19])([C:13]2[CH:18]=[CH:17][CH:16]=[CH:15][CH:14]=2)[C:5]2[CH:11]=[C:10]([Cl:12])[CH:9]=[CH:8][C:6]=2[N:7]=1.C1(C)C=C(C)C=C(C)C=1S([NH:31]O)(=O)=O>ClCCl>[NH2:31][N:7]1[C:6]2[CH:8]=[CH:9][C:10]([Cl:12])=[CH:11][C:5]=2[SH:4](=[O:19])([C:13]2[CH:18]=[CH:17][CH:16]=[CH:15][CH:14]=2)[NH:3][C:2]1=[NH:1]. Starting materials: N-Aryl-benzenesulfonamides, NC1=C(C=C(C=C1)Cl)C(=O)C1=CC=NC=C1 ((2-Amino-5-chloro-phenyl)-pyridin-4-yl-methanone), COC1=CC=C(C=C1)S(=O)(=O)Cl (4-methoxy-benzenesulfonyl chloride). The product is ClC1=CC(=C(C=C1)NS(=O)(=O)C1=CC=C(C=C1)OC)C(=O)C1=CC=NC=C1 (N-[4-Chloro-2-(pyridine-4-carbonyl)-phenyl]-4-methoxy-benzenesulfonamide). Reaction SMILES: [NH2:1][C:2]1[CH:7]=[CH:6][C:5]([Cl:8])=[CH:4][C:3]=1[C:9]([C:11]1[CH:16]=[CH:15][N:14]=[CH:13][CH:12]=1)=[O:10].[CH3:17][O:18][C:19]1[CH:24]=[CH:23][C:22]([S:25](Cl)(=[O:27])=[O:26])=[CH:21][CH:20]=1>>[Cl:8][C:5]1[CH:6]=[CH:7][C:2]([NH:1][S:25]([C:22]2[CH:21]=[CH:20][C:19]([O:18][CH3:17])=[CH:24][CH:23]=2)(=[O:27])=[O:26])=[C:3]([C:9]([C:11]2[CH:16]=[CH:15][N:14]=[CH:13][CH:12]=2)=[O:10])[CH:4]=1. Procedure details: The title compound was prepared according to the general procedure for the synthesis of N-Aryl-benzenesulfonamides previously described using 116 mg of (2-Amino-5-chloro-phenyl)-pyridin-4-yl-methanone and 101 mg of 4-methoxy-benzenesulfonyl chloride. 1H-NMR (400 MHz, CDCl3): δ 3.74 (s, 3H), 6.77 (d, 2H, J=8.8 Hz), 7.21 (m, 2H), 7.27 (d, 1H, J=2 Hz), 7.52 (dd, 1H, J=8.8 Hz, 2.8 Hz), 7.63 (m, 2H), 7.76 (d,1H, J=8.8 Hz), 8.76 (d, 2H, J=5.6 Hz), 9.88 (s, 1H). MS: m/z 403.9 (M++1). Reactants: C(#N)[BH3-].[Na+] (sodium cyanoborohydride), CC(C)(OC(=O)N1CCC(CC1)=O)C (1-(1,1-dimethylethoxycarbonyl)-4-piperidone), C(CCC)N (butylamine), C(#N)[BH3-].[Na+] (sodium cyanoborohydride), Cl (hydrochloric acid). The solvent is CO (methanol), C(C)(=O)O (acetic acid). The product is CC(C)(OC(=O)N1CCC(CC1)NCCCC)C (1-(1,1-Dimethylethoxycarbonyl)-4-(butylamino)piperidine). As a reaction SMILES: [CH3:1][C:2]([CH3:14])([O:4][C:5]([N:7]1[CH2:12][CH2:11][C:10](=O)[CH2:9][CH2:8]1)=[O:6])[CH3:3].[CH2:15]([NH2:19])[CH2:16][CH2:17][CH3:18].C([BH3-])#N.[Na+].Cl>CO.C(O)(=O)C>[CH3:1][C:2]([CH3:14])([O:4][C:5]([N:7]1[CH2:12][CH2:11][CH:10]([NH:19][CH2:15][CH2:16][CH2:17][CH3:18])[CH2:9][CH2:8]1)=[O:6])[CH3:3] |f:2.3|. Procedure details: A mixture of 1-(1,1-dimethylethoxycarbonyl)-4-piperidone (IX, 1.50 g) in methanol (15 ml) under nitrogen is cooled in an ice bath, treated with butylamine (X, 0.93 ml) and sodium cyanoborohydride (235 mg), adjusted to pH 5 with glacial acetic acid as determined on moistened pH test paper, and stirred at 20°-25° for 24 hrs during which additional sodium cyanoborohydride (115 mg) is added. The mixture is then adjusted to pH 3 using hydrochloric acid (3M) and concentrated under reduced pressure, th... Reactants: FC(C(=O)O)(F)F (trifluoroacetic acid), O1C(=CC2=C1C=CC=C2)C(=O)NC=2SC=C(C2C(=O)OC(C)(C)C)C2=CC(=NN2C)C(F)(F)F (tert-butyl 2-(benzofuran-2-carboxamido)-4-(1-methyl-3-(trifluoromethyl)-1H-pyrazol-5-yl)thiophene-3-carboxylate). Solvent: ClCCl (dichloromethane). Reaction conditions: time 45 minute. Product: O1C(=CC2=C1C=CC=C2)C(=O)NC=2SC=C(C2C(=O)O)C2=CC(=NN2C)C(F)(F)F (2-(benzofuran-2-carboxamido)-4-(1-methyl-3-(trifluoromethyl)-1H-pyrazol-5-yl)thiophene-3-carboxylic acid). The yield is 18.2%. As a reaction SMILES: FC(F)(F)C(O)=O.[O:8]1[C:12]2[CH:13]=[CH:14][CH:15]=[CH:16][C:11]=2[CH:10]=[C:9]1[C:17]([NH:19][C:20]1[S:21][CH:22]=[C:23]([C:32]2[N:36]([CH3:37])[N:35]=[C:34]([C:38]([F:41])([F:40])[F:39])[CH:33]=2)[C:24]=1[C:25]([O:27]C(C)(C)C)=[O:26])=[O:18]>ClCCl>[O:8]1[C:12]2[CH:13]=[CH:14][CH:15]=[CH:16][C:11]=2[CH:10]=[C:9]1[C:17]([NH:19][C:20]1[S:21][CH:22]=[C:23]([C:32]2[N:36]([CH3:37])[N:35]=[C:34]([C:38]([F:39])([F:40])[F:41])[CH:33]=2)[C:24]=1[C:25]([OH:27])=[O:26])=[O:18]. Reported procedure: Under an atmosphere of argon, trifluoroacetic acid (1.0 mL) was added to a stirred solution of 13 (21 mg, 43 μmol) in dichloromethane (1.0 mL) at room temperature. The reaction was stirred for 45 minutes then concentrated under reduced pressure. The material was washed with dichloromethane to provided 14 (3.4 mg, 18%) as a solid: 1H NMR (500 MHz, d6-DMSO) δ 13.60 (bs, 1H), 12.55 (bs, 1H), 7.87 (m, 2H), 7.76 (dd, J=8.4, 1.3 Hz, 1H), 7.58 (ddd, J=7.8, 7.8, 1.2 Hz, 1H), 7.42 (ddd, J=7.7, 7.7, 0.7 H... Reactants: [F-].[K+] (potassium fluoride), [Cl-].[Li+] (lithium chloride), tris (dibenzylideneacetone)dipalladium (O) chloroform, C1(=CC=CC=C1)[As](C1=CC=CC=C1)C1=CC=CC=C1 (triphenylarsine), CC=1C(=C(C(=C2C(OCC12)=O)OS(=O)(=O)C1=CC=C(C=C1)C)C/C=C(/CCC(=O)OC)\C)OS(=O)(=O)C(F)(F)F (methyl (E) 6-(1,3-dihydro-7-methyl-3-oxo-4-p-toluenesulfonyloxy-6-trifluoromethanesulfonyloxyisobenzofuran-5-yl)-4-methyl-4-hexenoate), COC1=CC=C(COC[Sn](CCCC)(CCCC)CCCC)C=C1 (p-Methoxybenzyloxymethyltributyltin). Solvent: C(C)(=O)OCC (ethyl acetate), O (water), CN1C(CCC1)=O (N-methylpyrrolidinone). Product: COC1=CC=C(COCC2=C(C(=C3C(OCC3=C2C)=O)OS(=O)(=O)C2=CC=C(C=C2)C)C/C=C(/CCC(=O)OC)\C)C=C1 (methyl (E) 6-(1,3-dihydro-6-(p-methoxybenzyloxymethyl)-7-methyl-3-oxo-4-p-toluenesulfonyloxyisobenzofuran-5-yl)-4-methyl-4-hexenoate). RXN SMILES: [Cl-].[Li+].C1([As](C2C=CC=CC=2)C2C=CC=CC=2)C=CC=CC=1.[CH3:22][C:23]1[C:24](OS(C(F)(F)F)(=O)=O)=[C:25]([CH2:44]/[CH:45]=[C:46](\[CH3:53])/[CH2:47][CH2:48][C:49]([O:51][CH3:52])=[O:50])[C:26]([O:33][S:34]([C:37]2[CH:42]=[CH:41][C:40]([CH3:43])=[CH:39][CH:38]=2)(=[O:36])=[O:35])=[C:27]2[C:31]=1[CH2:30][O:29][C:28]2=[O:32].[CH3:62][O:63][C:64]1[CH:85]=[CH:84][C:67]([CH2:68][O:69][CH2:70][Sn](CCCC)(CCCC)CCCC)=[CH:66][CH:65]=1.[F-].[K+]>C(OCC)(=O)C.O.CN1CCCC1=O>[CH3:62][O:63][C:64]1[CH:85]=[CH:84][C:67]([CH2:68][O:69][CH2:70][C:24]2[C:23]([CH3:22])=[C:31]3[C:27]([C:28](=[O:32])[O:29][CH2:30]3)=[C:26]([O:33][S:34]([C:37]3[CH:38]=[CH:39][C:40]([CH3:43])=[CH:41][CH:42]=3)(=[O:35])=[O:36])[C:25]=2[CH2:44]/[CH:45]=[C:46](\[CH3:53])/[CH2:47][CH2:48][C:49]([O:51][CH3:52])=[O:50])=[CH:66][CH:65]=1 |f:0.1,5.6|. Procedure: A mixture of lithium chloride (1.6 g), tris (dibenzylideneacetone)dipalladium (O) chloroform adduct (0.22 g), triphenylarsine (0.53 g), methyl (E) 6-(1,3-dihydro-7-methyl-3-oxo-4-p-toluenesulfonyloxy-6-trifluoromethanesulfonyloxyisobenzofuran-5-yl)-4-methyl-4-hexenoate (8.0 g) and N-methylpyrrolidinone (70 ml) is heated to 55° C. p-Methoxybenzyloxymethyltributyltin (7.5 g) is added. After 3 hours the solution is added to water (200 ml), potassium fluoride (5 g) and ethyl acetate (200 ml). The or... The reactants are CC(C)Br, CC(C)(C)[O-], CS(C)=O, Cl, [K+], O, COC(=O)c1oc2ccc(OC)cc2c1O. Yields the product COC(=O)c1oc2ccc(OC)cc2c1OC(C)C. Reaction SMILES: [Br:23][CH:24]([CH3:25])[CH3:26].[CH3:1][C:2]([CH3:3])([CH3:4])[O-:5].[CH3:28][S:29]([CH3:30])=[O:31].[ClH:27].[K+:6].[OH2:32].[OH:7][c:8]1[c:9]([C:19](=[O:20])[O:21][CH3:22])[o:10][c:11]2[c:12]1[cH:13][c:14]([O:17][CH3:18])[cH:15][cH:16]2>>[CH3:1][CH:2]([CH3:3])[O:7][c:8]1[c:9]([C:19](=[O:20])[O:21][CH3:22])[o:10][c:11]2[c:12]1[cH:13][c:14]([O:17][CH3:18])[cH:15][cH:16]2.